This data is from the Open Reaction Database (ORD), a public repository of structured organic reaction records. The task is: describe an organic reaction: reactants, conditions, products, and yield Reactants: COCOc1c(C(=O)c2cc(Br)ccc2F)cc(Cl)nc1F, C1CCOC1, CCOC(C)=O, Cl, O. Product: O=C(c1cc(Br)ccc1F)c1cc(Cl)nc(F)c1O. RXN SMILES: [Br:1][c:2]1[cH:3][cH:4][c:5]([F:22])[c:6]([C:8](=[O:9])[c:10]2[c:11]([O:18][CH2:19][O:20][CH3:21])[c:12]([F:17])[n:13][c:14]([Cl:16])[cH:15]2)[cH:7]1.[CH2:31]1[O:32][CH2:33][CH2:34][CH2:35]1.[CH3:25][CH2:26][O:27][C:28]([CH3:29])=[O:30].[ClH:23].[OH2:24]>>[Br:1][c:2]1[cH:3][cH:4][c:5]([F:22])[c:6]([C:8](=[O:9])[c:10]2[c:11]([OH:18])[c:12]([F:17])[n:13][c:14]([Cl:16])[cH:15]2)[cH:7]1. The reactants are ClC1=C(C(=O)O)C=CC=C1Cl (2,3-dichlorobenzoic acid), C(C)(C)C1N(CCCC1)C(CN)C=1C=NC(=NC1)C (2-(2-isopropylpiperidin-1-yl)-2-(2-methylpyrimidin-5-yl)ethanamine). Yields the product ClC1=C(C(=O)NCC(C=2C=NC(=NC2)C)N2C(CCCC2)C(C)C)C=CC=C1Cl (2,3-dichloro-N-(2-(2-isopropylpiperidin-1-yl)-2-(2-methylpyrimidin-5-yl)ethyl)benzamide). As a reaction SMILES: [Cl:1][C:2]1[C:10]([Cl:11])=[CH:9][CH:8]=[CH:7][C:3]=1[C:4]([OH:6])=O.[CH:12]([CH:15]1[CH2:20][CH2:19][CH2:18][CH2:17][N:16]1[CH:21]([C:24]1[CH:25]=[N:26][C:27]([CH3:30])=[N:28][CH:29]=1)[CH2:22][NH2:23])([CH3:14])[CH3:13]>>[Cl:1][C:2]1[C:10]([Cl:11])=[CH:9][CH:8]=[CH:7][C:3]=1[C:4]([NH:23][CH2:22][CH:21]([N:16]1[CH2:17][CH2:18][CH2:19][CH2:20][CH:15]1[CH:12]([CH3:14])[CH3:13])[C:24]1[CH:25]=[N:26][C:27]([CH3:30])=[N:28][CH:29]=1)=[O:6]. Procedure: From 2,3-dichlorobenzoic acid and 2-(2-isopropylpiperidin-1-yl)-2-(2-methylpyrimidin-5-yl)ethanamine. Reactants: Cc1ccc(SCc2cnc(NC(=O)c3ccc(C(C)(C)C)cc3)s2)cc1C(=O)O, CN1CCOCC1, CCOC(C)=O, CN(C)C=O, c1cnc(N2CCNCC2)nc1. Product: Cc1ccc(SCc2cnc(NC(=O)c3ccc(C(C)(C)C)cc3)s2)cc1C(=O)N1CCN(c2ncccn2)CC1. Reaction SMILES: [CH3:1][C:2]([CH3:3])([CH3:4])[c:5]1[cH:6][cH:7][c:8]([C:9](=[O:10])[NH:11][c:12]2[s:13][c:14]([CH2:17][S:18][c:19]3[cH:20][cH:21][c:22]([CH3:28])[c:23]([C:24](=[O:25])[OH:26])[cH:27]3)[cH:15][n:16]2)[cH:29][cH:30]1.[CH3:43][N:44]1[CH2:45][CH2:46][O:47][CH2:48][CH2:49]1.[CH3:55][CH2:56][O:57][C:58](=[O:59])[CH3:60].[O:50]=[CH:51][N:52]([CH3:53])[CH3:54].[n:31]1[c:32]([N:37]2[CH2:38][CH2:39][NH:40][CH2:41][CH2:42]2)[n:33][cH:34][cH:35][cH:36]1>>[CH3:1][C:2]([CH3:3])([CH3:4])[c:5]1[cH:6][cH:7][c:8]([C:9](=[O:10])[NH:11][c:12]2[s:13][c:14]([CH2:17][S:18][c:19]3[cH:20][cH:21][c:22]([CH3:28])[c:23]([C:24](=[O:25])[N:40]4[CH2:39][CH2:38][N:37]([c:32]5[n:31][cH:36][cH:35][cH:34][n:33]5)[CH2:42][CH2:41]4)[cH:27]3)[cH:15][n:16]2)[cH:29][cH:30]1. Starting materials: C(C=C)(=O)OCC (ethyl acrylate), O (water), C1(=CC=CC=C1)C(=O)CC1=CC=CC=C1 (deoxybenzoin), C(C=C)(=O)OCC (ethyl acrylate), [OH-].[Na+] (sodium hydroxide). Run in C(C)O (ethanol). Run at time 2.5 hour. Product: C1(=CC=CC=C1)C(CCC(=O)OCC)C(=O)C1=CC=CC=C1 (ethyl 4,5-diphenyl-5-oxopentanoate). Yield: 68.9%. Reaction SMILES: [C:1]1([C:7]([CH2:9][C:10]2[CH:15]=[CH:14][CH:13]=[CH:12][CH:11]=2)=[O:8])[CH:6]=[CH:5][CH:4]=[CH:3][CH:2]=1.[C:16]([O:20][CH2:21][CH3:22])(=[O:19])[CH:17]=[CH2:18].[OH-].[Na+].O>C(O)C>[C:10]1([CH:9]([C:7]([C:1]2[CH:2]=[CH:3][CH:4]=[CH:5][CH:6]=2)=[O:8])[CH2:18][CH2:17][C:16]([O:20][CH2:21][CH3:22])=[O:19])[CH:11]=[CH:12][CH:13]=[CH:14][CH:15]=1 |f:2.3|. Procedure: To a solution of 140 g (0.71 mol) of deoxybenzoin and 170 g (1.7 mol) of ethyl acrylate in 2 L of absolute ethanol at ambient temperature was added in portions 20 mL of 50% aqueous sodium hydroxide. An additional 170 g (1.7 mol) of ethyl acrylate was then added over a 15 min. period. The mixture was stirred vigorously for 2.5 h, poured into 1 L of water and extracted with 3×1 L of ether. The organic layers were combined, washed with water and brine, and dried over sodium sulfate. The filtrate wa... The reactants are ClC=1C=CC2=C(NC(CC(C2=O)=CN(C)C)=O)C1 (8-chloro-4-dimethylaminomethylene-3,4-dihydro-1H-benzo[b]azepine-2,5-dione), [N+](=O)(O)[O-].OC=1C=C(C=CC1OC)NC(=N)N (N-(3-hydroxy-4-methoxy-phenyl)-guanidine nitrate). The product is ClC=1C=CC2=C(NC(CC3=C2N=C(N=C3)NC3=CC(=C(C=C3)OC)O)=O)C1 (9-Chloro-2-(3-hydroxy-4-methoxy-phenylamino)-5H,7H-benzo[b]pyrimido[4,5-d]azepin-6-one). As a reaction SMILES: [Cl:1][C:2]1[CH:3]=[CH:4][C:5]2[C:11](=O)[C:10](=[CH:13]N(C)C)[CH2:9][C:8](=[O:17])[NH:7][C:6]=2[CH:18]=1.[N+]([O-])(O)=O.[OH:23][C:24]1[CH:25]=[C:26]([NH:32][C:33]([NH2:35])=[NH:34])[CH:27]=[CH:28][C:29]=1[O:30][CH3:31]>>[Cl:1][C:2]1[CH:3]=[CH:4][C:5]2[C:11]3[N:34]=[C:33]([NH:32][C:26]4[CH:27]=[CH:28][C:29]([O:30][CH3:31])=[C:24]([OH:23])[CH:25]=4)[N:35]=[CH:13][C:10]=3[CH2:9][C:8](=[O:17])[NH:7][C:6]=2[CH:18]=1 |f:1.2|. Procedure: In a manner similar to that described for method I, 8-chloro-4-dimethylaminomethylene-3,4-dihydro-1H-benzo[b]azepine-2,5-dione (v-j) and N-(3-hydroxy-4-methoxy-phenyl)-guanidine nitrate were converted to I-65 (69%): HRMS Calcd. for C19H11ClN4O3: 383.091, Found 383.0913. Reaction SMILES: [S:1]1[CH:5]=[CH:4][CH:3]=[C:2]1[CH2:6][C:7]([OH:9])=[O:8].[F:10][C:11]([F:22])([F:21])[C:12]1[CH:13]=[C:14]([CH:18]=[CH:19][CH:20]=1)[C:15](Cl)=[O:16]>>[F:10][C:11]([F:21])([F:22])[C:12]1[CH:13]=[C:14]([CH:18]=[CH:19][CH:20]=1)[C:15]([C:5]1[S:1][C:2]([CH2:6][C:7]([OH:9])=[O:8])=[CH:3][CH:4]=1)=[O:16]. The reactants are S1C(=CC=C1)CC(=O)O (thiophene-2-acetic acid), FC(C=1C=C(C(=O)Cl)C=CC1)(F)F (m-trifluoromethyl-benzoyl chloride). The product is FC(C=1C=C(C(=O)C2=CC=C(S2)CC(=O)O)C=CC1)(F)F (5(m-trifluoromethyl-benzoyl)-thiophene-2-acetic acid). Procedure: Using the procedure of Example 1, 7.1 gm of thiophene-2-acetic acid and 10.40 gm of m-trifluoromethyl-benzoyl chloride were reacted to obtain 5(m-trifluoromethyl-benzoyl)-thiophene-2-acetic acid melting at 120° C. Starting materials: OC1(CCN(CC1)C(=O)OC(C)(C)C)C1=C(C=C(C=C1)OC)C (tert-butyl 4-hydroxy-4-(4-methoxy-2-methylphenyl)piperidine-1-carboxylate), Cl (HCl). The solvent is O1CCOCC1 (1,4-dioxane), O1CCOCC1 (dioxane). Conditions: time 12 hour. Yields the product Cl.COC1=CC(=C(C=C1)C=1CCNCC1)C (4-(4-Methoxy-2-methylphenyl)-1,2,3,6-tetrahydropyridine hydrochloride). Isolated yield 82.0%. Reaction SMILES: O[C:2]1([C:15]2[CH:20]=[CH:19][C:18]([O:21][CH3:22])=[CH:17][C:16]=2[CH3:23])[CH2:7][CH2:6][N:5](C(OC(C)(C)C)=O)[CH2:4][CH2:3]1.[ClH:24]>O1CCOCC1>[ClH:24].[CH3:22][O:21][C:18]1[CH:19]=[CH:20][C:15]([C:2]2[CH2:7][CH2:6][NH:5][CH2:4][CH:3]=2)=[C:16]([CH3:23])[CH:17]=1 |f:3.4|. Procedure: A solution of tert-butyl 4-hydroxy-4-(4-methoxy-2-methylphenyl)piperidine-1-carboxylate (2.3 g, 7.2 mmol) in 1,4-dioxane (20 mL) was chilled to 0° C. and treated with a solution of HCl in dioxane (4.0 M, 1.8 mL, 7.2 mmol). The reaction mixture was stirred at rt for 12 h, and then the solvents were evaporated to provide a crude compound which was triturated with diethyl ether to provide the desired product as a solid (1.2 g, 82%). LC/MS (Method P) RT=0.63 min. (M+H)+=204.0; 1H NMR (300 MHz, DMSO-...